Dataset: the Open Reaction Database (ORD), a public repository of structured organic reaction records. Task: describe an organic reaction: reactants, conditions, products, and yield The reactants are FC(C1=CC=C(C=C1)C=1SC=C(C1O)C(=O)C)(F)F (2-(4-trifluoromethylphenyl)-3-hydroxy-4-methylcarbonylthiophene), N(N)C(=O)C1=CC(=C(C(=O)OC)C=C1)[N+](=O)[O-] (methyl 4-hydrazinocarbonyl-2-nitrobenzoate), O.S(=O)(=O)(O)C1=CC=C(C)C=C1 (tosylic acid monohydrate). The product is [N+](=O)([O-])C1=C(C(=O)OC)C=CC(=C1)C(=O)NN=C(C)C1=CSC(=C1O)C1=CC=C(C=C1)C(F)(F)F (methyl 2-nitro-4-[(2-{1-[5-(4-trifluoromethylphenyl)-4-hydroxy-3-thienyl]ethylidene}hydrazino)carbonyl]benzoate). Yield: 80.5%. As a reaction SMILES: [F:1][C:2]([F:19])([F:18])[C:3]1[CH:8]=[CH:7][C:6]([C:9]2[S:10][CH:11]=[C:12]([C:15]([CH3:17])=O)[C:13]=2[OH:14])=[CH:5][CH:4]=1.[NH:20]([C:22]([C:24]1[CH:33]=[CH:32][C:27]([C:28]([O:30][CH3:31])=[O:29])=[C:26]([N+:34]([O-:36])=[O:35])[CH:25]=1)=[O:23])[NH2:21].O.S(C1C=CC(C)=CC=1)(O)(=O)=O>>[N+:34]([C:26]1[CH:25]=[C:24]([C:22]([NH:20][N:21]=[C:15]([C:12]2[C:13]([OH:14])=[C:9]([C:6]3[CH:7]=[CH:8][C:3]([C:2]([F:19])([F:18])[F:1])=[CH:4][CH:5]=3)[S:10][CH:11]=2)[CH3:17])=[O:23])[CH:33]=[CH:32][C:27]=1[C:28]([O:30][CH3:31])=[O:29])([O-:36])=[O:35] |f:2.3|. Reported procedure: From 2-(4-trifluoromethylphenyl)-3-hydroxy-4-methylcarbonylthiophene (57.3 mg, 0.2 mmol), methyl 4-hydrazinocarbonyl-2-nitrobenzoate (47.8 mg, 0.2 mmol) and tosylic acid monohydrate (11.4 mg, 0.06 mmol), 81.7 mg of the desired product was obtained in the same manner as in Synthetic Example 65 as a pale yellow solid (yield 81%). The reactants are CO, CC1(CN2C(=O)SC(=Cc3ccc(O)c(C(F)(F)F)c3)C2=O)CCCCC1. Yields the product CC1(CN2C(=O)SC(Cc3ccc(O)c(C(F)(F)F)c3)C2=O)CCCCC1. RXN SMILES: [CH3:28][OH:29].[OH:1][c:2]1[c:3]([C:24]([F:25])([F:26])[F:27])[cH:4][c:5]([CH:6]=[C:7]2[C:8](=[O:21])[N:9]([CH2:13][C:14]3([CH3:20])[CH2:15][CH2:16][CH2:17][CH2:18][CH2:19]3)[C:10](=[O:12])[S:11]2)[cH:22][cH:23]1>>[OH:1][c:2]1[c:3]([C:24]([F:25])([F:26])[F:27])[cH:4][c:5]([CH2:6][CH:7]2[C:8](=[O:21])[N:9]([CH2:13][C:14]3([CH3:20])[CH2:15][CH2:16][CH2:17][CH2:18][CH2:19]3)[C:10](=[O:12])[S:11]2)[cH:22][cH:23]1. Reactants: IC1=C(C=C2C=CNC2=C1)F (6-iodo-5-fluoro-1H-indole), [H-].[Na+] (sodium hydride), IC (iodomethane). The solvent is CN(C)C=O (DMF). Reaction conditions: temperature 0 celsius, time 30 minute. The product is FC=1C=C2C=CN(C2=CC1I)C (5-fluoro-6-iodo-1-methyl-1H-indole). The yield is 96.2%. Reaction SMILES: [I:1][C:2]1[CH:10]=[C:9]2[C:5]([CH:6]=[CH:7][NH:8]2)=[CH:4][C:3]=1[F:11].[H-].[Na+].I[CH3:15]>CN(C=O)C>[F:11][C:3]1[CH:4]=[C:5]2[C:9](=[CH:10][C:2]=1[I:1])[N:8]([CH3:15])[CH:7]=[CH:6]2 |f:1.2|. Procedure details: To a solution of 6-iodo-5-fluoro-1H-indole (0.495 g, 1.890 mmol) in dry DMF (7.0 mL) was added sodium hydride (55% suspension in oil) (0.124 g, 2.840 mmol) at 0° C. The mixture was stirred at 0° C. for 30 min, and then iodomethane (0.15 mL, 2.47 mmol) was added. The mixture was stirred for 1 hour at room temperature, and then quenched with ice and extracted with EtOAc (50 mL). The organic layer was washed with water, brine, dried over MgSO4, filtered, and concentrated. The residue was purified b... Starting materials: C(N)(=S)C=1C=C(C(=O)O)C=CC1 (3-Thiocarbamoylbenzoic acid), O (water), ClC(C(=O)OCC)C(=O)C (ethyl 2-chloroacetoacetate). Solvent: O1CCOCC1 (dioxane). Reaction conditions: temperature 90 celsius. Yields the product C(=O)(O)C=1C=C(C=CC1)C=1SC(=C(N1)C)C(=O)OCC (ethyl 2-(3-carboxyphenyl)-4-methyl-5-thiazolecarboxylate). Isolated yield 63.5%. Reaction SMILES: [C:1]([C:4]1[CH:5]=[C:6]([CH:10]=[CH:11][CH:12]=1)[C:7]([OH:9])=[O:8])(=[S:3])[NH2:2].Cl[CH:14]([C:20]([CH3:22])=O)[C:15]([O:17][CH2:18][CH3:19])=[O:16].O>O1CCOCC1>[C:7]([C:6]1[CH:5]=[C:4]([C:1]2[S:3][C:14]([C:15]([O:17][CH2:18][CH3:19])=[O:16])=[C:20]([CH3:22])[N:2]=2)[CH:12]=[CH:11][CH:10]=1)([OH:9])=[O:8]. Procedure details: 720 mg of 3-Thiocarbamoylbenzoic acid was suspended in 10 ml of dioxane, 720 mg of ethyl 2-chloroacetoacetate was added thereto, and the mixture was heated at 90° C. for 18 hours. After the reaction mixture was cooled, the resulting crystal was collected from the suspension by filtration and recrystallized from 20 ml of ethanol and a small amount of water to give 735 mg of ethyl 2-(3-carboxyphenyl)-4-methyl-5-thiazolecarboxylate (yield: 63%). 290 mg of the crystal was dissolved in 5 ml of 1N sod...